From a dataset of the Open Reaction Database (ORD), a public repository of structured organic reaction records. describe an organic reaction: reactants, conditions, products, and yield Reactants: Cc1nc(C)c(Br)s1, O=C([O-])[O-], CCC(CC)c1cc(C)nn2c(B(O)O)c(C)nc12, CCO, [Na+], [Na+], O, c1ccc(P(c2ccccc2)(c2ccccc2)[Pd](P(c2ccccc2)(c2ccccc2)c2ccccc2)(P(c2ccccc2)(c2ccccc2)c2ccccc2)P(c2ccccc2)(c2ccccc2)c2ccccc2)cc1. Yields the product CCC(CC)c1cc(C)nn2c(-c3sc(C)nc3C)c(C)nc12. RXN SMILES: [Br:20][c:21]1[c:22]([CH3:27])[n:23][c:24]([CH3:26])[s:25]1.[C:28](=[O:29])([O-:30])[O-:31].[CH2:1]([CH3:2])[CH:3]([CH2:4][CH3:5])[c:6]1[c:7]2[n:8]([n:9][c:10]([CH3:12])[cH:11]1)[c:13]([B:17]([OH:18])[OH:19])[c:14]([CH3:16])[n:15]2.[CH3:112][CH2:113][OH:114].[Na+:32].[Na+:33].[OH2:34].[cH:35]1[cH:36][cH:37][c:38]([P:39]([Pd:40]([P:41]([c:42]2[cH:43][cH:44][cH:45][cH:46][cH:47]2)([c:48]2[cH:49][cH:50][cH:51][cH:52][cH:53]2)[c:54]2[cH:55][cH:56][cH:57][cH:58][cH:59]2)([P:60]([c:61]2[cH:62][cH:63][cH:64][cH:65][cH:66]2)([c:67]2[cH:68][cH:69][cH:70][cH:71][cH:72]2)[c:73]2[cH:74][cH:75][cH:76][cH:77][cH:78]2)[P:79]([c:80]2[cH:81][cH:82][cH:83][cH:84][cH:85]2)([c:86]2[cH:87][cH:88][cH:89][cH:90][cH:91]2)[c:92]2[cH:93][cH:94][cH:95][cH:96][cH:97]2)([c:98]2[cH:99][cH:100][cH:101][cH:102][cH:103]2)[c:104]2[cH:105][cH:106][cH:107][cH:108][cH:109]2)[cH:110][cH:111]1>>[CH2:1]([CH3:2])[CH:3]([CH2:4][CH3:5])[c:6]1[c:7]2[n:8]([n:9][c:10]([CH3:12])[cH:11]1)[c:13](-[c:21]1[c:22]([CH3:27])[n:23][c:24]([CH3:26])[s:25]1)[c:14]([CH3:16])[n:15]2. Reactants: ClC=1N=CC=2N(C(C(CN(C2N1)C1CCCC1)(F)F)=O)C (2-Chloro-9-cyclopentyl-7,7-difluoro-5-methyl-8,9-dihydro-5H-pyrimido[5,4-b][1,4]diazepin-6(7H)-one), FC1=C(N)C=C(C=C1)F (2,5-difluoroaniline). Reagents/catalysts: Cl (HCl). Reported procedure: 2-Chloro-9-cyclopentyl-7,7-difluoro-5-methyl-8,9-dihydro-5H-pyrimido[5,4-b][1,4]diazepin-6(7H)-one (50 mg, 0.16 mmol), 2,5-difluoroaniline (31 mg, 0.24 mmol), i-PrOH (2 mL) and conc. HCl (5 drops) were heated to 100° C. overnight to give the title compound. The final compound was purified by reverse phase HPLC and basified to give the free base (20 mg, 31%). 1H NMR (400 MHz, DMSO-d6) δ ppm 1.23-1.85 (m, 11H) 4.02 (t, J=14 Hz, 2H) 4.68 (d, J=8 Hz, 1H) 6.88 (t, J=8 Hz, 1H) 7.26 (td, J=10, 6 Hz, 1H... Reaction SMILES: Cl[C:2]1[N:3]=[CH:4][C:5]2[N:6]([CH3:21])[C:7](=[O:20])[C:8]([F:19])([F:18])[CH2:9][N:10]([CH:13]3[CH2:17][CH2:16][CH2:15][CH2:14]3)[C:11]=2[N:12]=1.[F:22][C:23]1[CH:29]=[CH:28][C:27]([F:30])=[CH:26][C:24]=1[NH2:25]>Cl.CC(O)C>[CH:13]1([N:10]2[CH2:9][C:8]([F:19])([F:18])[C:7](=[O:20])[N:6]([CH3:21])[C:5]3[CH:4]=[N:3][C:2]([NH:25][C:24]4[CH:26]=[C:27]([F:30])[CH:28]=[CH:29][C:23]=4[F:22])=[N:12][C:11]2=3)[CH2:17][CH2:16][CH2:15][CH2:14]1. The product is C1(CCCC1)N1C2=C(N(C(C(C1)(F)F)=O)C)C=NC(=N2)NC2=C(C=CC(=C2)F)F (9-Cyclopentyl-2-(2,5-difluorophenylamino)-7,7-difluoro-5-methyl-8,9-dihydro-5H-pyrimido[4,5-b][1,4]diazepin-6(7H)-one). Solvent: CC(C)O (i-PrOH). Reactants: CN(C)C=O, CC(C)[Si](Cl)(C(C)C)C(C)C, O, COc1cc(CO)ccc1OCc1nc(-c2cccc(C#N)c2)oc1C, c1c[nH]cn1. The product is COc1cc(CO[Si](C(C)C)(C(C)C)C(C)C)ccc1OCc1nc(-c2cccc(C#N)c2)oc1C. Reaction SMILES: [CH3:43][N:44]([CH3:45])[CH:46]=[O:47].[CH:27]([CH3:28])([CH3:29])[Si:30]([CH:31]([CH3:32])[CH3:33])([CH:34]([CH3:35])[CH3:36])[Cl:37].[OH2:48].[OH:1][CH2:2][c:3]1[cH:4][c:5]([O:25][CH3:26])[c:6]([O:7][CH2:8][c:9]2[n:10][c:11](-[c:15]3[cH:16][c:17]([C:18]#[N:19])[cH:20][cH:21][cH:22]3)[o:12][c:13]2[CH3:14])[cH:23][cH:24]1.[nH:38]1[cH:39][cH:40][n:41][cH:42]1>>[O:1]([CH2:2][c:3]1[cH:4][c:5]([O:25][CH3:26])[c:6]([O:7][CH2:8][c:9]2[n:10][c:11](-[c:15]3[cH:16][c:17]([C:18]#[N:19])[cH:20][cH:21][cH:22]3)[o:12][c:13]2[CH3:14])[cH:23][cH:24]1)[Si:30]([CH:27]([CH3:28])[CH3:29])([CH:31]([CH3:32])[CH3:33])[CH:34]([CH3:35])[CH3:36]. Starting materials: spiking solution, CC1=C2[C@H](C(=O)[C@@]3([C@@H](C[C@@H]4[C@]([C@H]3[C@@H]([C@@](C2(C)C)(C[C@@H]1OC(=O)[C@@H]([C@H](C5=CC=CC=C5)NC(=O)C6=CC=CC=C6)O)O)OC(=O)C7=CC=CC=C7)(CO4)OC(=O)C)O)C)OC(=O)C (7-epipaclitaxel). Run in CS(=O)C (dimethylsulfoxide), CS(=O)C (dimethylsulfoxide). Product: CC1=C2[C@H](C(=O)[C@@]3([C@H](C[C@@H]4[C@]([C@H]3[C@@H]([C@@](C2(C)C)(C[C@@H]1OC(=O)[C@@H]([C@H](C=5C=CC=CC5)NC(=O)C=6C=CC=CC6)O)O)OC(=O)C=7C=CC=CC7)(CO4)OC(=O)C)O)C)OC(=O)C.CC1=C2[C@H](C(=O)[C@@]3([C@@H](C[C@@H]4[C@]([C@H]3[C@@H]([C@@](C2(C)C)(C[C@@H]1OC(=O)[C@@H]([C@H](C5=CC=CC=C5)NC(=O)C6=CC=CC=C6)O)O)OC(=O)C7=CC=CC=C7)(CO4)OC(=O)C)O)C)OC(=O)C (paclitaxel 7-epipaclitaxel). Reaction SMILES: [CH3:1][C:2]1[C@@H:19]([O:20][C:21]([C@H:23]([OH:40])[C@@H:24]([NH:31][C:32]([C:34]2[CH:39]=[CH:38][CH:37]=[CH:36][CH:35]=2)=[O:33])[C:25]2[CH:30]=[CH:29][CH:28]=[CH:27][CH:26]=2)=[O:22])[CH2:18][C@:14]2([OH:41])[C:15]([CH3:17])([CH3:16])[C:3]=1[C@@H:4]([O:59][C:60]([CH3:62])=[O:61])[C:5]([C@@:7]1([CH3:58])[C@H:12]([C@@H:13]2[O:42][C:43]([C:45]2[CH:50]=[CH:49][CH:48]=[CH:47][CH:46]=2)=[O:44])[C@:11]2([O:53][C:54]([CH3:56])=[O:55])[CH2:51][O:52][C@@H:10]2[CH2:9][C@H:8]1[OH:57])=[O:6]>CS(C)=O>[CH3:1][C:2]1[C@@H:19]([O:20][C:21]([C@H:23]([OH:40])[C@@H:24]([NH:31][C:32]([C:34]2[CH:35]=[CH:36][CH:37]=[CH:38][CH:39]=2)=[O:33])[C:25]2[CH:30]=[CH:29][CH:28]=[CH:27][CH:26]=2)=[O:22])[CH2:18][C@:14]2([OH:41])[C:15]([CH3:16])([CH3:17])[C:3]=1[C@@H:4]([O:59][C:60]([CH3:62])=[O:61])[C:5]([C@@:7]1([CH3:58])[C@H:12]([C@@H:13]2[O:42][C:43]([C:45]2[CH:46]=[CH:47][CH:48]=[CH:49][CH:50]=2)=[O:44])[C@:11]2([O:53][C:54]([CH3:56])=[O:55])[CH2:51][O:52][C@@H:10]2[CH2:9][C@@H:8]1[OH:57])=[O:6].[CH3:1][C:2]1[C@@H:19]([O:20][C:21]([C@H:23]([OH:40])[C@@H:24]([NH:31][C:32]([C:34]2[CH:39]=[CH:38][CH:37]=[CH:36][CH:35]=2)=[O:33])[C:25]2[CH:26]=[CH:27][CH:28]=[CH:29][CH:30]=2)=[O:22])[CH2:18][C@:14]2([OH:41])[C:15]([CH3:16])([CH3:17])[C:3]=1[C@@H:4]([O:59][C:60]([CH3:62])=[O:61])[C:5]([C@@:7]1([CH3:58])[C@H:12]([C@@H:13]2[O:42][C:43]([C:45]2[CH:50]=[CH:49][CH:48]=[CH:47][CH:46]=2)=[O:44])[C@:11]2([O:53][C:54]([CH3:56])=[O:55])[CH2:51][O:52][C@@H:10]2[CH2:9][C@H:8]1[OH:57])=[O:6] |f:2.3|. Reported procedure: A solution of paclitaxel/7-epipaclitaxel conjugate was prepared by accurately weighting 350±5 mg of the conjugate in a 10 mL flask and dissolving with dimethylsulfoxide. The solution was diluted to volume with the same solvent. 250±2.5 mg of PPX (Pharmaceutical Grade) were accurately weighed in a 5 mL flask. 0.085 mL of the spiking solution (corresponding to a spiking level of 1.2% w/w) was added in the same flask and diluted to volume with dimethylsulfoxide. The aminolysis reaction was then per... Reactants: [Al+3], CON(C)C(=O)C(CC1CCCCC1)NC(=O)OC(C)(C)C, CCOCC, Cl, [H-], [H-], [H-], [H-], [Li+], C1CCOC1. Product: CC(C)(C)OC(=O)NC(C=O)CC1CCCCC1. Reaction SMILES: [Al+3:24].[CH3:1][C:2]([CH3:3])([O:4][C:5](=[O:6])[NH:7][CH:8]([C:9](=[O:10])[N:11]([O:12][CH3:13])[CH3:14])[CH2:15][CH:16]1[CH2:17][CH2:18][CH2:19][CH2:20][CH2:21]1)[CH3:22].[CH3:35][CH2:36][O:37][CH2:38][CH3:39].[ClH:34].[H-:23].[H-:26].[H-:27].[H-:28].[Li+:25].[O:29]1[CH2:30][CH2:31][CH2:32][CH2:33]1>>[CH3:1][C:2]([CH3:3])([O:4][C:5](=[O:6])[NH:7][CH:8]([CH:9]=[O:10])[CH2:15][CH:16]1[CH2:17][CH2:18][CH2:19][CH2:20][CH2:21]1)[CH3:22]. Starting materials: Cl.ClCC=1C=NC=CC1 (3-chloromethylpyridine hydrochloride), NC(=S)N (thiourea). The yield is 80.5%. Reported procedure: A solution of 3-chloromethylpyridine hydrochloride (100 g) in ethanol (310 cc), at 60° C. is added dropwise and in the course of 15 minutes to a suspension of thiourea (55 g) in boiling ethanol (310 cc). The reaction mixture is stirred for 1 hour 45 minutes at the boil and then cooled to 30° C. After decantation, the supernatant solution is discarded. Ethanol (400 cc) is added to the remaining gummy solid and the mixture is stirred for 63 hours at a temperature of about 20° C. The resulting crys... Conditions: temperature 30 celsius, time 45 minute. Yields the product Cl.N1=CC(=CC=C1)CSC(N)=N (2-(Pyrid-3-yl-methyl)isothiourea monohydrochloride). As a reaction SMILES: Cl.[Cl:2][CH2:3][C:4]1[CH:5]=[N:6][CH:7]=[CH:8][CH:9]=1.[NH2:10][C:11]([NH2:13])=[S:12]>C(O)C>[ClH:2].[N:6]1[CH:7]=[CH:8][CH:9]=[C:4]([CH2:3][S:12][C:11](=[NH:10])[NH2:13])[CH:5]=1 |f:0.1,4.5|. Solvent: C(C)O (Ethanol), C(C)O (ethanol), C(C)O (ethanol). Starting materials: Cl.CN(CCCN=C=NCC)C (N-(3-dimethylaminopropyl)-N′-ethylcarbodiimide hydrochloride), O1C(CCCC1)ON (O-(tetrahydro-2H-pyran-2-yl)-hydroxylamine), C1(=CC=CC=C1)CS(=O)(=O)N1C=C(C=C1)/C=C/C(=O)O ((E)-3-(1-phenylmethansulfonyl-1H-pyrrol-3-yl)-acrylic acid), C1(=CC=CC=C1)CS(=O)(=O)N1C=C(C=C1)/C=C/C(=O)O ((E)-3-(1-phenylmethansulfonyl-1H-pyrrol-3-yl)-acrylic acid), O.ON1N=NC2=C1C=CC=C2 (N-hydroxybenzotriazole hydrate). The solvent is CN(C=O)C (N,N-dimethylformamide), C(C)N(CC)CC (triethylamine). Reaction conditions: time 1 hour. Product: C1(=CC=CC=C1)CS(=O)(=O)N1C=C(C=C1)/C=C/C(=O)NOC1OCCCC1 ((E)-3-(1-Phenylmethanesulfonyl-1H-pyrrol-3-yl)-N-(tetrahydropyran-2-yloxy)-acrylamide). Isolated yield 47.8%. Reaction SMILES: [C:1]1([CH2:7][S:8]([N:11]2[CH:15]=[CH:14][C:13](/[CH:16]=[CH:17]/[C:18]([OH:20])=O)=[CH:12]2)(=[O:10])=[O:9])[CH:6]=[CH:5][CH:4]=[CH:3][CH:2]=1.O.ON1C2C=CC=CC=2N=N1.Cl.CN(C)CCCN=C=NCC.[O:44]1[CH2:49][CH2:48][CH2:47][CH2:46][CH:45]1[O:50][NH2:51]>CN(C)C=O.C(N(CC)CC)C>[C:1]1([CH2:7][S:8]([N:11]2[CH:15]=[CH:14][C:13](/[CH:16]=[CH:17]/[C:18]([NH:51][O:50][CH:45]3[CH2:46][CH2:47][CH2:48][CH2:49][O:44]3)=[O:20])=[CH:12]2)(=[O:9])=[O:10])[CH:2]=[CH:3][CH:4]=[CH:5][CH:6]=1 |f:1.2,3.4|. Procedure: 0.295 g of (E)-3-(1-phenylmethansulfonyl-1H-pyrrol-3-yl)-acrylic acid (compound B1), 0.152 g of N-hydroxybenzotriazole hydrate (HOBt′H2O) and 561 μl of triethylamine are dissolved in 20 ml of N,N-dimethylformamide (DMF) at room temperature. Afterwards it is added 0.601 g of N-(3-dimethylaminopropyl)-N′-ethylcarbodiimide hydrochloride (EDC?HCl) and stirred for 1 hour at room temperature. Then is added 0.152 g of O-(tetrahydro-2H-pyran-2-yl)-hydroxylamine and stirred for 2 hour. The DMF is evapora... Starting materials: 16, C(C)(C)N(CCC(C#N)C1=CC=CC=C1)C(C)C (α-[2-(diisopropylamino)ethyl]-α-phenylacetonitrile), [NH2-].[Na+] (sodium amide), C1(=CC=CC=C1)C (toluene), ClCCN1CC2CCC(C1)CC2 (3-(2-chloroethyl)-3-azabicyclo[3.2.2]nonane), C1(=CC=CC=C1)C (toluene). Product: C(C)(C)N(CCC(C#N)(CCN1CC2CCC(C1)CC2)C2=CC=CC=C2)C(C)C (2-[2-(diisopropylamino)ethyl]-2-phenyl-4-(3-azabicyclo[3.2.2]non-3-yl)butyronitrile). Reported procedure: A solution of 16 parts of α-[2-(diisopropylamino)ethyl]-α-phenylacetonitrile and 5 parts of sodium amide in 200 parts by volume of toluene is heated to about 100° C. over a period of 15 minutes and then 20 parts of 3-(2-chloroethyl)-3-azabicyclo[3.2.2]nonane in 100 parts by volume of toluene is added slowly over a period of 20 minutes. This mixture is heated at 105°-110° C. for an hour and then cooled to room temperature when 200 parts by volume of water is added. The organic layer is separated,... The solvent is O (water). RXN SMILES: [CH:1]([N:4]([CH:16]([CH3:18])[CH3:17])[CH2:5][CH2:6][CH:7]([C:10]1[CH:15]=[CH:14][CH:13]=[CH:12][CH:11]=1)[C:8]#[N:9])([CH3:3])[CH3:2].[NH2-].[Na+].C1(C)C=CC=CC=1.Cl[CH2:29][CH2:30][N:31]1[CH2:37][CH:36]2[CH2:38][CH2:39][CH:33]([CH2:34][CH2:35]2)[CH2:32]1>O>[CH:16]([N:4]([CH:1]([CH3:3])[CH3:2])[CH2:5][CH2:6][C:7]([C:10]1[CH:11]=[CH:12][CH:13]=[CH:14][CH:15]=1)([CH2:29][CH2:30][N:31]1[CH2:37][CH:36]2[CH2:38][CH2:39][CH:33]([CH2:34][CH2:35]2)[CH2:32]1)[C:8]#[N:9])([CH3:18])[CH3:17] |f:1.2|. Starting materials: COC=1C=C(C=2OC3=CC(=CC=C3C(C2)=O)O)C=C(C1OC)OC (3′,4′,5′-trimethoxy-7-hydroxy-flavone), OC1=CC=C2C(C=C(OC2=C1)C1=CC(=C(C(=C1)OC)OC)OC)=O (7-Hydroxy-3′,4′,5′-trimethoxy-flavone), [H-].[Na+] (sodium hydride), C(Cl)C1CO1 (epichlorohydrin). Solvent: CN(C=O)C (dimethyl formamide). Yields the product O1C(COC2=CC=C3C(C=C(OC3=C2)C2=CC(=C(C(=C2)OC)OC)OC)=O)C1 (7-(2,3-Epoxy-propoxy)-3′,4′,5′-trimethoxy-flavone). As a reaction SMILES: [CH3:1][O:2][C:3]1[CH:4]=[C:5]([CH:18]=[C:19]([O:23][CH3:24])[C:20]=1[O:21][CH3:22])[C:6]1[O:7][C:8]2[C:13]([C:14](=[O:16])[CH:15]=1)=[CH:12][CH:11]=[C:10]([OH:17])[CH:9]=2.[H-].[Na+].[CH2:27]([CH:29]1[O:31][CH2:30]1)Cl>CN(C)C=O>[O:31]1[CH2:30][CH:29]1[CH2:27][O:17][C:10]1[CH:9]=[C:8]2[C:13]([C:14](=[O:16])[CH:15]=[C:6]([C:5]3[CH:18]=[C:19]([O:23][CH3:24])[C:20]([O:21][CH3:22])=[C:3]([O:2][CH3:1])[CH:4]=3)[O:7]2)=[CH:12][CH:11]=1 |f:1.2|. Procedure details: Reaction of 3′,4′,5′-trimethoxy-7-hydroxy-flavone, 25 (8.2 g, 25 mol), 50% sodium hydride (3 g, 125 mmol) and epichlorohydrin (7.8 mL, 100 mmol) in dry dimethyl formamide (145 mL) using identical procedure as described for 28 furnished 31. Yield 8 g (83%); mp 187-188° C.; MS (FAB) 385 (M++1); IR (KBr) 1651; 1H NMR (200 MHz, CDCl3) δ 8.14 (d, J=9.3 Hz, 1H), 7.10 (s, 2H), 7.02 (d, J=7.6 Hz, 1H), 7.00 (s, 1H), 6.70 (s, 1H), 4.39 (dd, J=11.0 Hz, 2.8 Hz, 1H), 3.98 (dd, J=11.0 Hz, 5.7 Hz, 1H), 3.43-3....